From a dataset of the Open Reaction Database (ORD), a public repository of structured organic reaction records. describe an organic reaction: reactants, conditions, products, and yield Reactants: ClC=1C=C(C2=C(N=C(O2)C2=CC=C(C=C2)CBr)C1)Cl (5,7-dichloro-2-(4-bromomethylphenyl)benzoxazole), O1C(=NC2=C1C=CC=C2)C2=C1C(CC1Br)=CC=C2 (4-(benzoxazole-2-yl)-1-bromobenzocyclobutene), ClC1=CC=CC=2N=C(OC21)C2=CC=C(C=C2)CBr (7-chloro-2-(4-bromomethylphenyl)benzoxazole), BrCC1=C(C=C(C=C1)C=1OC2=C(N1)C=CC=C2)F (2-(4-bromomethyl-3-fluorophenyl)benzoxazole). Yields the product ClC1=CC=CC=2N=C(OC21)C2=CC=C(C=C2)CC#N (4-(7-chlorobenzoxazol-2-yl)-phenylacetonitrile), ClC=1C=C(C2=C(N=C(O2)C2=CC=C(C=C2)CC#N)C1)Cl (4-(5,7-dichlorobenzoxazol-2-yl)phenyl-acetonitrile), O1C(=NC2=C1C=CC=C2)C2=C1C(CC1C#N)=CC=C2 (4-(benzoxazol-2-yl)-1-cyanobenzocyclobutene). As a reaction SMILES: [Cl:1][C:2]1[C:10]2[O:9][C:8]([C:11]3[CH:16]=[CH:15][C:14]([CH2:17]Br)=[CH:13][CH:12]=3)=[N:7][C:6]=2[CH:5]=[CH:4][CH:3]=1.[Cl:19][C:20]1[CH:21]=[C:22]([Cl:37])[C:23]2[O:27][C:26]([C:28]3[CH:33]=[CH:32][C:31]([CH2:34]Br)=[CH:30][CH:29]=3)=[N:25][C:24]=2[CH:36]=1.[O:38]1[C:42]2[CH:43]=[CH:44][CH:45]=[CH:46][C:41]=2[N:40]=[C:39]1[C:47]1[CH:55]=[CH:54][CH:53]=[C:49]2[CH2:50][CH:51](Br)[C:48]=12.BrCC1C=CC([C:64]2OC3C=CC=CC=3[N:68]=2)=CC=1F>>[Cl:1][C:2]1[C:10]2[O:9][C:8]([C:11]3[CH:16]=[CH:15][C:14]([CH2:17][C:24]#[N:25])=[CH:13][CH:12]=3)=[N:7][C:6]=2[CH:5]=[CH:4][CH:3]=1.[Cl:19][C:20]1[CH:21]=[C:22]([Cl:37])[C:23]2[O:27][C:26]([C:28]3[CH:33]=[CH:32][C:31]([CH2:34][C:39]#[N:40])=[CH:30][CH:29]=3)=[N:25][C:24]=2[CH:36]=1.[O:38]1[C:42]2[CH:43]=[CH:44][CH:45]=[CH:46][C:41]=2[N:40]=[C:39]1[C:47]1[CH:55]=[CH:54][CH:53]=[C:49]2[CH2:50][CH:51]([C:64]#[N:68])[C:48]=12. Procedure details: When 7-chloro-2-(4-bromomethylphenyl)benzoxazole, 5,7-dichloro-2-(4-bromomethylphenyl)benzoxazole and 4-(benzoxazole-2-yl)-1-bromobenzocyclobutene are used in place of 2-(4-bromomethyl-3-fluorophenyl)benzoxazole in the above example, there is obtained 4-(7-chlorobenzoxazol-2-yl)-phenylacetonitrile, 4-(5,7-dichlorobenzoxazol-2-yl)phenyl-acetonitrile, and 4-(benzoxazol-2-yl)-1-cyanobenzocyclobutene, respectively. Reported procedure: Dibutyl diethyl methylenediphosphonate was prepared in 43% yield by reacting sodium dibutyl phosphite with diethyl chloromethylphosphonate, bp=140° (0.05 mmHg), (Kugelrohr). Reactants: P(OCCCC)(OCCCC)[O-].[Na+] (sodium dibutyl phosphite), ClCP(OCC)(OCC)=O (diethyl chloromethylphosphonate). RXN SMILES: [P:1]([O-:12])([O:7][CH2:8][CH2:9][CH2:10][CH3:11])[O:2][CH2:3][CH2:4][CH2:5][CH3:6].[Na+].Cl[CH2:15][P:16](=[O:23])([O:20][CH2:21][CH3:22])[O:17][CH2:18][CH3:19]>>[CH2:15]([P:1](=[O:12])([O:7][CH2:8][CH2:9][CH2:10][CH3:11])[O:2][CH2:3][CH2:4][CH2:5][CH3:6])[P:16](=[O:23])([O:20][CH2:21][CH3:22])[O:17][CH2:18][CH3:19] |f:0.1|. The yield is 43.0%. The product is C(P(OCC)(OCC)=O)P(OCCCC)(OCCCC)=O (Dibutyl diethyl methylenediphosphonate).